From a dataset of the Open Reaction Database (ORD), a public repository of structured organic reaction records. describe an organic reaction: reactants, conditions, products, and yield The reactants are CS(=O)(=O)OCC1=C(N=NN1C1=CC=C(C=C1)C(=O)NCC)C(=O)NC1CC1 ((4-[(Cyclopropylamino)carbonyl]-1-{4-[(ethylamino)carbonyl]phenyl}-1H-1,2,3-triazol-5-yl)methyl methanesulfonate), C([O-])([O-])=O.[K+].[K+] (potassium carbonate), N1CCCC1 (pyrrolidine). Solvent: C(C)#N (acetonitrile), C(C)(=O)OCC (ethyl acetate). Run at time 110 minute. The product is C1(CC1)NC(=O)C=1N=NN(C1CN1CCCC1)C1=CC=C(C=C1)C(=O)NCC (N-cyclopropyl-1-{4-[(ethylamino)carbonyl]phenyl}-5-(pyrrolidin-1-ylmethyl)-1H-1,2,3-triazole-4-carboxamide). Yield: 83.4%. RXN SMILES: CS(O[CH2:6][C:7]1[N:11]([C:12]2[CH:17]=[CH:16][C:15]([C:18]([NH:20][CH2:21][CH3:22])=[O:19])=[CH:14][CH:13]=2)[N:10]=[N:9][C:8]=1[C:23]([NH:25][CH:26]1[CH2:28][CH2:27]1)=[O:24])(=O)=O.C(=O)([O-])[O-].[K+].[K+].[NH:35]1[CH2:39][CH2:38][CH2:37][CH2:36]1>C(#N)C.C(OCC)(=O)C>[CH:26]1([NH:25][C:23]([C:8]2[N:9]=[N:10][N:11]([C:12]3[CH:13]=[CH:14][C:15]([C:18]([NH:20][CH2:21][CH3:22])=[O:19])=[CH:16][CH:17]=3)[C:7]=2[CH2:6][N:35]2[CH2:39][CH2:38][CH2:37][CH2:36]2)=[O:24])[CH2:28][CH2:27]1 |f:1.2.3|. Reported procedure: (4-[(Cyclopropylamino)carbonyl]-1-{4-[(ethylamino)carbonyl]phenyl}-1H-1,2,3-triazol-5-yl)methyl methanesulfonate (204 mg, 0.501 mmol) obtained in Example 126a), potassium carbonate (69.2 mg, 0.501 mmol, 1.0 eq.) and pyrrolidine (0.084 ml, 1.00 mmol, 2.0 eq.) were suspended in acetonitrile (4.0 ml), and the mixture was stirred at room temperature for 110 min. The reaction mixture was diluted with ethyl acetate (30 ml), washed twice with 2% aqueous sodium carbonate solution and with saturated brin... Starting materials: N([C@@H](CCCC)C(=O)N[C@@H](CC1=CNC=N1)C(=O)N[C@@H](CC(N)=O)C(=O)N[C@@H](CC(C)C)C(=O)NCC(=O)OCC1=CC=CC=C1)C(=O)OC(C)(C)C (Boc-Nle-His-Asn-Leu-Gly-OBzl), [H][H] (hydrogen). The reagents and catalysts are [Pd] (Pd/C). The solvent is C(C)O (ethanol). Reaction conditions: time 3 hour. Yields the product N([C@@H](CCCC)C(=O)N[C@@H](CC1=CNC=N1)C(=O)N[C@@H](CC(N)=O)C(=O)N[C@@H](CC(C)C)C(=O)NCC(=O)O)C(=O)OC(C)(C)C (Boc-Nle-His-Asn-Leu-Gly-OH). The yield is 71.1%. Reaction SMILES: [NH:1]([C:47]([O:49][C:50]([CH3:53])([CH3:52])[CH3:51])=[O:48])[C@H:2]([C:7]([NH:9][C@H:10]([C:17]([NH:19][C@H:20]([C:25]([NH:27][C@H:28]([C:33]([NH:35][CH2:36][C:37]([O:39]CC1C=CC=CC=1)=[O:38])=[O:34])[CH2:29][CH:30]([CH3:32])[CH3:31])=[O:26])[CH2:21][C:22](=[O:24])[NH2:23])=[O:18])[CH2:11][C:12]1[N:16]=[CH:15][NH:14][CH:13]=1)=[O:8])[CH2:3][CH2:4][CH2:5][CH3:6].[H][H]>C(O)C.[Pd]>[NH:1]([C:47]([O:49][C:50]([CH3:53])([CH3:51])[CH3:52])=[O:48])[C@H:2]([C:7]([NH:9][C@H:10]([C:17]([NH:19][C@H:20]([C:25]([NH:27][C@H:28]([C:33]([NH:35][CH2:36][C:37]([OH:39])=[O:38])=[O:34])[CH2:29][CH:30]([CH3:31])[CH3:32])=[O:26])[CH2:21][C:22](=[O:24])[NH2:23])=[O:18])[CH2:11][C:12]1[N:16]=[CH:15][NH:14][CH:13]=1)=[O:8])[CH2:3][CH2:4][CH2:5][CH3:6]. Reported procedure: 10% Pd/C (300 mg) was added to the compound [31] (2.8 g, 3.8 mM) dissolved in ethanol (100 ml) and hydrogen gas was passed therethrough at room temperature for 3 hours. Insoluble materials precipitated in the reaction mixture were filtered and washed with DMF. The filtrate was concentrated in vacuo. Ethanol-ether was added to the residue, and the precipitate was collected by filtration and dried to obtain the product [32]. Procedure details: Reaction of 3-amino-5,5-dimethyl-2-cyclohexen-1-one with 3-(4-pyridylmethoxy)-benzaldehyde dimethyl acetal in an analogous manner to that described in Example 1 gave 9-[3-(4-pyridylmethoxy)-phenyl]-3,4,6,7,9,10-hexahydro-3,3,6,6-tetramethyl-1,8(2H,5H)-acridinedione. Crystallization from methanol/water gave a yellow crystalline solid of melting point 156-158° C. Yields the product N1=CC=C(C=C1)COC=1C=C(C=CC1)C1C=2C(CC(CC2NC=2CC(CC(C12)=O)(C)C)(C)C)=O (9-[3-(4-pyridylmethoxy)-phenyl]-3,4,6,7,9,10-hexahydro-3,3,6,6-tetramethyl-1,8(2H,5H)-acridinedione). Starting materials: NC1=CC(CC(C1)(C)C)=O (3-amino-5,5-dimethyl-2-cyclohexen-1-one), COC(C1=CC(=CC=C1)OCC1=CC=NC=C1)OC (3-(4-pyridylmethoxy)-benzaldehyde dimethyl acetal). Reaction SMILES: [NH2:1][C:2]1[CH2:7][C:6]([CH3:9])([CH3:8])[CH2:5][C:4](=[O:10])[CH:3]=1.CO[CH:13](OC)[C:14]1[CH:19]=[CH:18][CH:17]=[C:16]([O:20][CH2:21][C:22]2[CH:27]=[CH:26][N:25]=[CH:24][CH:23]=2)[CH:15]=1>>[N:25]1[CH:24]=[CH:23][C:22]([CH2:21][O:20][C:16]2[CH:15]=[C:14]([CH:13]3[C:3]4[C:4](=[O:10])[CH2:5][C:6]([CH3:9])([CH3:8])[CH2:7][C:2]=4[NH:1][C:2]4[CH2:7][C:6]([CH3:9])([CH3:8])[CH2:5][C:4](=[O:10])[C:3]3=4)[CH:19]=[CH:18][CH:17]=2)=[CH:27][CH:26]=1. Reactants: cuprous bromide, COC1=CC=C2C=CC(=C(C2=C1)[N+](=O)[O-])OS(=O)(=O)C(F)(F)F (7-Methoxy-1-nitro-2-trifluoromethanesulfonyloxynaphthalene), C[Sn](C1=CC2=C(C=C1[N+](=O)[O-])OCO2)(C)C (Trimethyl(3,4-methylenedioxy-6-nitrophenyl)stannane), C1CCOC1 (THF). The reagents and catalysts are C=1C=CC(=CC1)[P](C=2C=CC=CC2)(C=3C=CC=CC3)[Pd]([P](C=4C=CC=CC4)(C=5C=CC=CC5)C=6C=CC=CC6)([P](C=7C=CC=CC7)(C=8C=CC=CC8)C=9C=CC=CC9)[P](C=1C=CC=CC1)(C=1C=CC=CC1)C=1C=CC=CC1 (Tetrakis(triphenylphosphine)palladium). Reaction conditions: time 0.5 hour. The product is C1OC2=CC(=C(C=C2O1)C=1C(=C2C=C(C(=CC2=CC1)OC)OC)[N+](=O)[O-])[N+](=O)[O-] (6-(4,5-Methylenedioxy-2-nitrophenyl)-2,3-dimethoxy-5-nitronaphthalene). The yield is 42.0%. As a reaction SMILES: [CH3:1][O:2][C:3]1[CH:12]=[C:11]2[C:6]([CH:7]=[CH:8][C:9](OS(C(F)(F)F)(=O)=O)=[C:10]2[N+:13]([O-:15])=[O:14])=[CH:5][CH:4]=1.C[Sn](C)(C)[C:26]1[C:31]([N+:32]([O-:34])=[O:33])=[CH:30][C:29]2[O:35][CH2:36][O:37][C:28]=2[CH:27]=1.C1C[O:43][CH2:42]C1>C1C=CC([P]([Pd]([P](C2C=CC=CC=2)(C2C=CC=CC=2)C2C=CC=CC=2)([P](C2C=CC=CC=2)(C2C=CC=CC=2)C2C=CC=CC=2)[P](C2C=CC=CC=2)(C2C=CC=CC=2)C2C=CC=CC=2)(C2C=CC=CC=2)C2C=CC=CC=2)=CC=1>[CH2:36]1[O:37][C:28]2[C:29](=[CH:30][C:31]([N+:32]([O-:34])=[O:33])=[C:26]([C:9]3[C:10]([N+:13]([O-:15])=[O:14])=[C:11]4[C:6](=[CH:7][CH:8]=3)[CH:5]=[C:4]([O:43][CH3:42])[C:3]([O:2][CH3:1])=[CH:12]4)[CH:27]=2)[O:35]1 |^1:48,50,69,88|. Reported procedure: Tetrakis(triphenylphosphine)palladium (0) (100 mg) and cuprous bromide (20 mg) was added to a solution of 7-Methoxy-1-nitro-2-trifluoromethanesulfonyloxy-naphthalene 53 (366 mg, 1.04 mmol) and trimethylnitroarylstannane 62 (500 mg, 1.52 mmol) in THF (30 mL) at room temperature and stirred for 0.5 h. The mixture was then refluxed under N2 overnight. After cooling, THF was evaporated and ethyl acetate (30 mL) was added to the residue. The solution was washed with water. The organic layer was separ... The reactants are S(=O)(=O)([O-])S(=O)(=O)[O-].[Na+].[Na+] (sodium dithionate), S(=O)([O-])S(=O)[O-].[Na+].[Na+] (sodium dithionite), BrC1=CC(=C2C(=NNC2=C1)F)[N+](=O)[O-] (6-bromo-3-fluoro-4-nitro-1H-indazole), BrC1=CC(=C2C=NNC2=C1)[N+](=O)[O-] (6-bromo-4-nitro-1H-indazole). The solvent is O (water), CO (methanol), C(C)(=O)OCC (ethyl acetate), C(Cl)Cl (DCM), CO (methanol), O (water), C(C)(=O)OCC (ethyl acetate), CO (methanol). Run at temperature 20 celsius, time 2 hour. Product: BrC=1C=C(C=2C(=NNC2C1)F)N (6-Bromo-3-fluoro-1H-indazol-4-amine). RXN SMILES: [Br:1][C:2]1[CH:10]=[C:9]2[C:5]([C:6]([F:11])=[N:7][NH:8]2)=[C:4]([N+:12]([O-])=O)[CH:3]=1.BrC1C=C2C(C=NN2)=C([N+]([O-])=O)C=1.S(S([O-])(=O)=O)([O-])(=O)=O.[Na+].[Na+].S(S([O-])=O)([O-])=O.[Na+].[Na+]>CO.C(OCC)(=O)C.C(Cl)Cl.O>[Br:1][C:2]1[CH:3]=[C:4]([NH2:12])[C:5]2[C:6]([F:11])=[N:7][NH:8][C:9]=2[CH:10]=1 |f:2.3.4,5.6.7|. Procedure: A mixture of 6-bromo-3-fluoro-4-nitro-1H-indazole and 6-bromo-4-nitro-1H-indazole (3:2) (187 mg) was dissolved in methanol (6 ml) and water (1.2 ml) and treated with sodium dithionate (519 mg). The solution was stirred for 2 h at 20° C. then left to stand for 3 days. This solution was then treated with sodium dithionite (438 mg) and stirred at 20° C. for 20 h. The solution was filtered through a filter tube, the residue washed with methanol (5 ml) then the combined filtrates were evaporated to d...